describe an organic reaction: reactants, conditions, products, and yield From a dataset of the Open Reaction Database (ORD), a public repository of structured organic reaction records. Reactants: BrCCc1ccccc1, [H-], Nc1c2c(nc3ccccc13)CCc1cn[nH]c1-2, [Na+], CN(C)C=O. The product is Nc1c2c(nc3ccccc13)CCc1cn(CCc3ccccc3)nc1-2. RXN SMILES: [Br:21][CH2:22][CH2:23][c:24]1[cH:25][cH:26][cH:27][cH:28][cH:29]1.[H-:20].[NH2:1][c:2]1[c:3]2[cH:4][cH:5][cH:6][cH:7][c:8]2[n:9][c:10]2[c:15]1-[c:14]1[c:13]([cH:18][n:17][nH:16]1)[CH2:12][CH2:11]2.[Na+:19].[O:30]=[CH:31][N:32]([CH3:33])[CH3:34]>>[NH2:1][c:2]1[c:3]2[cH:4][cH:5][cH:6][cH:7][c:8]2[n:9][c:10]2[c:15]1-[c:14]1[c:13]([cH:18][n:17]([CH2:22][CH2:23][c:24]3[cH:25][cH:26][cH:27][cH:28][cH:29]3)[n:16]1)[CH2:12][CH2:11]2.